The task is: describe an organic reaction: reactants, conditions, products, and yield. This data is from the Open Reaction Database (ORD), a public repository of structured organic reaction records. The reactants are BrC1=CC=CC=2N=CNC21 (4-bromobenzimidazole), N1CCNCCC1 (homopiperazine), CC(C)(C)[O-].[Na+] (NaOt-Bu), Pd(OCOCH3)2, P(C(C)(C)C)(C(C)(C)C)C(C)(C)C (P(t-Bu)3). The reagents and catalysts are [Pd] (Pd). Run in O (water). The product is N1(CCNCCC1)C1=CC=CC=2N=CNC21 (4-(homopiperazin-1-yl)benzimidazole). RXN SMILES: Br[C:2]1[C:10]2[NH:9][CH:8]=[N:7][C:6]=2[CH:5]=[CH:4][CH:3]=1.[NH:11]1[CH2:17][CH2:16][CH2:15][NH:14][CH2:13][CH2:12]1.CC([O-])(C)C.[Na+].P(C(C)(C)C)(C(C)(C)C)C(C)(C)C>O.[Pd]>[N:11]1([C:2]2[C:10]3[NH:9][CH:8]=[N:7][C:6]=3[CH:5]=[CH:4][CH:3]=2)[CH2:17][CH2:16][CH2:15][NH:14][CH2:13][CH2:12]1 |f:2.3|. Procedure details: A suspension of 4-bromobenzimidazole (42 mmol), homopiperazine (256 mmol) and NaOt-Bu (59 mmol) in dry oxylene, under N2, is treated with a catalytic amount of Pd(OCOCH3)2.P(t-Bu)3 (P/Pd=4), heated at 120° C. for 3 hr, cooled to room temperature and diluted with water. The aqueous mixture is extracted with ethyl acetate. The extracts are combined, dried over MgSO4 and concentrated in vacuo to give a residue. The residue is purified by flash chromotography to give 4-(homopiperazin-1-yl)benzimidaz... The reactants are ClC=1C=CC(=C(C1)C(CCN(C(OC(C)(C)C)=O)C)O)C (tert-butyl 3-(5-chloro-2-methylphenyl)-3-hydroxypropyl(methyl)carbamate), BrCC(=O)OCC (ethyl bromoacetate), [NH4+].[Cl-] (NH4Cl), [H-].[Na+] (NaH). Run in C1CCOC1.CN(C)C=O (THF DMF), C1CCOC1 (THF), C1CCOC1 (THF). Conditions: time 1 hour. The product is C(C)(C)(C)OC(=O)N(CCC(OCC(=O)OCC)C1=C(C=CC(=C1)Cl)C)C (ethyl 2-(3-(tert-butoxycarbonyl(methyl)amino)-1-(5-chloro-2-methylphenyl)propoxy)acetate). The yield is 48.2%. Reaction SMILES: [H-].[Na+].[Cl:3][C:4]1[CH:5]=[CH:6][C:7]([CH3:23])=[C:8]([CH:10]([OH:22])[CH2:11][CH2:12][N:13]([CH3:21])[C:14](=[O:20])[O:15][C:16]([CH3:19])([CH3:18])[CH3:17])[CH:9]=1.Br[CH2:25][C:26]([O:28][CH2:29][CH3:30])=[O:27].[NH4+].[Cl-]>C1COCC1.C1COCC1.CN(C=O)C>[C:16]([O:15][C:14]([N:13]([CH3:21])[CH2:12][CH2:11][CH:10]([C:8]1[CH:9]=[C:4]([Cl:3])[CH:5]=[CH:6][C:7]=1[CH3:23])[O:22][CH2:25][C:26]([O:28][CH2:29][CH3:30])=[O:27])=[O:20])([CH3:19])([CH3:17])[CH3:18] |f:0.1,4.5,7.8|. Reported procedure: To a suspension of NaH (0.5 g, 12.5 mmol) in THF (400 mL) at 0-5° C. was added drop wise a solution of tert-butyl 3-(5-chloro-2-methylphenyl)-3-hydroxypropyl(methyl)carbamate (1.3 g, 4.15 mmol) in anhydrous THF/DMF (24/16 mL), the reaction mixture was stirred for 1 h at room temperature. A solution of ethyl bromoacetate (2.1 g, 12.5 mmol) in anhydrous THF (13 mL) was added drop wise to the above mixture, the reaction mixture was stirred at room temperature overnight. The reaction mixture was pou... The reactants are ClC=1C=C(C=CC1)S(=O)(=O)NC1=C2C(=NC(=C1)C)SC(=C2C=2C=C(C=CC2)N2CCN(CC2)C(=O)OC(C)(C)C)C (1,1-dimethylethyl 4-[3-(4-{[(3-chlorophenyl)sulfonyl]amino}-2,6-dimethylthieno[2,3-b]pyridin-3-yl)phenyl]-1-piperazinecarboxylate), Cl (HCl), O1CCOCC1 (dioxane), Cl (HCl), O1CCOCC1 (dioxane), [OH-].[Na+] (NaOH). The solvent is C(C)(=O)OCC (Ethyl acetate), C(Cl)Cl (DCM). Reaction conditions: time 3 hour. The product is ClC=1C=C(C=CC1)S(=O)(=O)NC1=C2C(=NC(=C1)C)SC(=C2C2=CC(=CC=C2)N2CCNCC2)C (3-Chloro-N-{2,6-dimethyl-3-[3-(1-piperazinyl)phenyl]thieno[2,3-b]pyridin-4-yl}-benzenesulfonamide). Yield: 25.3%. Reaction SMILES: [Cl:1][C:2]1[CH:3]=[C:4]([S:8]([NH:11][C:12]2[CH:17]=[C:16]([CH3:18])[N:15]=[C:14]3[S:19][C:20]([CH3:41])=[C:21]([C:22]4[CH:23]=[C:24]([N:28]5[CH2:33][CH2:32][N:31](C(OC(C)(C)C)=O)[CH2:30][CH2:29]5)[CH:25]=[CH:26][CH:27]=4)[C:13]=23)(=[O:10])=[O:9])[CH:5]=[CH:6][CH:7]=1.Cl.O1CCOCC1.[OH-].[Na+]>C(Cl)Cl.C(OCC)(=O)C>[Cl:1][C:2]1[CH:3]=[C:4]([S:8]([NH:11][C:12]2[CH:17]=[C:16]([CH3:18])[N:15]=[C:14]3[S:19][C:20]([CH3:41])=[C:21]([C:22]4[CH:27]=[CH:26][CH:25]=[C:24]([N:28]5[CH2:33][CH2:32][NH:31][CH2:30][CH2:29]5)[CH:23]=4)[C:13]=23)(=[O:9])=[O:10])[CH:5]=[CH:6][CH:7]=1 |f:3.4|. Procedure: To a solution of 1,1-dimethylethyl 4-[3-(4-{[(3-chlorophenyl)sulfonyl]amino}-2,6-dimethylthieno[2,3-b]pyridin-3-yl)phenyl]-1-piperazinecarboxylate (60 mg, 0.098 mmol) (Example 31) in DCM (2 mL) was added 4M HCl in dioxane (0.122 mL, 0.489 mmol) and the mixture stirred for 3 h. Additional 4M HCl in dioxane (2.446 mL, 9.78 mmol) was then added and the mixture stirred overnight. Aqueous NaOH (5M) was then added to the solution dropwise until it was basic. Ethyl acetate (10 mL) was added and the mix...